This data is from the Open Reaction Database (ORD), a public repository of structured organic reaction records. The task is: describe an organic reaction: reactants, conditions, products, and yield The reactants are C1=2C(=O)OC(NC1=CC=CC2)=O (isatoic anhydride), C(CC)I (propyl iodide), [H-].[Na+] (sodium hydride). Run at time 18 hour. Yields the product C(CC)N1C=2C(C(=O)OC1=O)=CC=CC2 (N-Propylisatoic anhydride). Reaction SMILES: [C:1]12[C:7](=[CH:8][CH:9]=[CH:10][CH:11]=1)[NH:6][C:5](=[O:12])[O:4][C:2]2=[O:3].[CH2:13](I)[CH2:14][CH3:15].[H-].[Na+]>>[CH2:13]([N:6]1[C:5](=[O:12])[O:4][C:2](=[O:3])[C:1]2=[CH:11][CH:10]=[CH:9][CH:8]=[C:7]12)[CH2:14][CH3:15] |f:2.3|. Procedure: To a stirred solution of isatoic anhydride (100 g) and propyl iodide (66 ml) in dimethylfomamide (600 ml) at 0° C., under nitrogen, was added sodium hydride (28 g of a 55% dispersion in mineral oil) portionwise. The mixture was allowed to warm to room temperature and stirred for 18 h. The solvent was then removed in vacuo and the residue partitioned between ethyl acetate (1000 ml) and water (500 ml). The organic phase was separated, washed with brine (2×500 ml), dried (MgSO4) and evaporated. The... Reactants: CO, FC(F)(F)c1ccc(C(=CC2CCOCC2)c2cc3cccnc3[nH]2)cc1. The product is FC(F)(F)c1ccc(C(CC2CCOCC2)c2cc3cccnc3[nH]2)cc1. Reaction SMILES: [CH3:28][OH:29].[O:1]1[CH2:2][CH2:3][CH:4]([CH:7]=[C:8]([c:9]2[cH:10][cH:11][c:12]([C:15]([F:16])([F:17])[F:18])[cH:13][cH:14]2)[c:19]2[cH:20][c:21]3[c:22]([n:23][cH:24][cH:25][cH:26]3)[nH:27]2)[CH2:5][CH2:6]1>>[O:1]1[CH2:2][CH2:3][CH:4]([CH2:7][CH:8]([c:9]2[cH:10][cH:11][c:12]([C:15]([F:16])([F:17])[F:18])[cH:13][cH:14]2)[c:19]2[cH:20][c:21]3[c:22]([n:23][cH:24][cH:25][cH:26]3)[nH:27]2)[CH2:5][CH2:6]1. The reactants are ClC1=NC(=NC(=C1)Cl)N1CCOCC1 (4-(4,6-dichloropyrimidin-2-yl)morpholine), C(CCC)[Li] (n-butyllithium), Cl (HCl), O1S(OCC1)(=O)=O (1,3,2-dioxathiolane 2,2-dioxide). Solvent: C1CCOC1 (THF). Conditions: time 30 minute. Yields the product ClC1=NC(=NC(=C1CCO)Cl)N1CCOCC1 (2-[4,6-dichloro-2-(morpholin-4-yl)pyrimidin-5-yl]ethanol). The yield is 41.5%. Reaction SMILES: [Cl:1][C:2]1[CH:7]=[C:6]([Cl:8])[N:5]=[C:4]([N:9]2[CH2:14][CH2:13][O:12][CH2:11][CH2:10]2)[N:3]=1.C([Li])CCC.[O:20]1[CH2:24][CH2:23]OS1(=O)=O.Cl>C1COCC1>[Cl:8][C:6]1[C:7]([CH2:23][CH2:24][OH:20])=[C:2]([Cl:1])[N:3]=[C:4]([N:9]2[CH2:14][CH2:13][O:12][CH2:11][CH2:10]2)[N:5]=1. Reported procedure: To a solution of 4-(4,6-dichloropyrimidin-2-yl)morpholine (468 mg, 2.0 mmol) in THF (20 mL) was added n-butyllithium (1.56 mL, 1.6 M) dropwise at −78° C. After stirring for 30 min, 1,3,2-dioxathiolane 2,2-dioxide (336 mg, 2.71 mmol) was added, and after stirring for an additional 40 min, 6 N HCl (6.67 mL) was added. The reaction was stirred at room temperature for 18 h and then at 40° C. for 4 h. The reaction mixture was extracted with ethyl acetate and the organic layer was washed with brine, d... Reactants: [Na] (sodium), O1C(CCC=C1)C(=O)O (3,4-dihydro-2H-pyran-2-carboxylic acid), [H][H] (hydrogen). Reagents/catalysts: [Ni] (nickel). Solvent: CO (methanol). Product: O1C(CCCC1)C(=O)O (Tetrahydropyran-2-carboxylic acid). As a reaction SMILES: [Na].[O:2]1[CH:7]=[CH:6][CH2:5][CH2:4][CH:3]1[C:8]([OH:10])=[O:9].[H][H]>CO.[Ni]>[O:2]1[CH2:7][CH2:6][CH2:5][CH2:4][CH:3]1[C:8]([OH:10])=[O:9] |^1:0|. Procedure details: 210 g. of the sodium salt of 3,4-dihydro-2H-pyran-2-carboxylic acid dissolved in 2 liters methanol and hydrogenated at 3 atmosphere pressure over 60 g. haney nickel catalyst. After hydrogen uptake was complete the catalyst was filtered and the solvents removed in vacuo. The residue was acidified with concentrated hydrochloric acid and extracted with chloroform. Distillation gave 143.8 g. product, b.p. 75°-80° C./0.4 mm ND25 =1.4633. Reactants: NC1=CC=C(C=C1)O (4-aminophenol), C(=C)S(=O)(=O)C=C (divinyl sulfone). Run in C(C)O (ethanol). Run at time 1 hour. Product: OC1=CC=C(C=C1)N1CCS(CC1)(=O)=O (4-(p-hydroxyphenyl)-tetrahydro-4H-1,4-thiazine 1,1-dioxide). As a reaction SMILES: [NH2:1][C:2]1[CH:7]=[CH:6][C:5]([OH:8])=[CH:4][CH:3]=1.[CH:9]([S:11]([CH:14]=[CH2:15])(=[O:13])=[O:12])=[CH2:10]>C(O)C>[OH:8][C:5]1[CH:6]=[CH:7][C:2]([N:1]2[CH2:15][CH2:14][S:11](=[O:13])(=[O:12])[CH2:9][CH2:10]2)=[CH:3][CH:4]=1. Procedure details: A suspension of 8.74 g of 4-aminophenol in 190 ml of ethanol is added dropwise at 50° to 11.34 g of divinyl sulfone, whereupon rinsing is carried out with 50 ml of ethanol and then the mixture is heated to boiling under reflux under argon for 3 hours. After cooling, the mixture is treated with 480 ml of water and stirred for 1 hour at 0°. The precipitated crystals are removed by filtration under suction, washed with 20 percent ethanol and water and dried. By recrystallization from dichloromethan... Reactants: C(C)C(CO)(CO)CC (2,2-diethyl-1,3-dihydroxypropane), [N+](=O)([O-])C1=CC=C(C=C1)Cl (4-nitrochlorobenzene), [OH-].[Na+] (sodium hydroxide). Run in CS(=O)C (DMSO). The product is [N+](=O)([O-])C1=CC=C(OCC(COC2=CC=C(C=C2)[N+](=O)[O-])(CC)CC)C=C1 (1,3-bis-(4-nitrophenoxy)-2,2-diethylpropane). RXN SMILES: [CH2:1]([C:3]([CH2:8][CH3:9])([CH2:6][OH:7])[CH2:4][OH:5])[CH3:2].[N+:10]([C:13]1[CH:18]=[CH:17][C:16](Cl)=[CH:15][CH:14]=1)([O-:12])=[O:11].[OH-:20].[Na+]>CS(C)=O>[N+:10]([C:13]1[CH:18]=[CH:17][C:16]([O:5][CH2:4][C:3]([CH2:8][CH3:9])([CH2:1][CH3:2])[CH2:6][O:7][C:16]2[CH:17]=[CH:18][C:13]([N+:10]([O-:11])=[O:20])=[CH:14][CH:15]=2)=[CH:15][CH:14]=1)([O-:12])=[O:11] |f:2.3|. Reported procedure: 132 g (1 mol) 2,2-diethyl-1,3-dihydroxypropane, 346.5 g (2.2 mols) 4-nitrochlorobenzene and 140 g powdered sodium hydroxide were reacted in the same manner as was described in Example 1 in 600 ml DMSO.